From a dataset of the Open Reaction Database (ORD), a public repository of structured organic reaction records. describe an organic reaction: reactants, conditions, products, and yield Starting materials: NCCCC1=NC2=C(N1)C=CC(=C2)C=2C(CC(NN2)=O)C (6-[2-(3-aminopropyl)-1H-benzimidazol-5-yl]-4,5-dihydro-5-methyl-3(2H)-pyridazinone), N1 -benzyl-N2 -cyano-0-phenyl-isourea, C(C)(C)O (isopropanol). The product is C(C1=CC=CC=C1)(=O)NC(=NC)NCCCC1=NC2=C(N1)C=CC(=C2)C2=NNC(CC2C)=O (N1 -benzoyl-N2 -methyl-N3 -[3-[5-(4-methyl-6-oxo-1,4,5,6-tetrahydropyridazin -3-yl)-1H-benzimidazol-2-yl]propyl]guanidine). The yield is 41.0%. Reaction SMILES: [NH2:1][CH2:2][CH2:3][CH2:4][C:5]1[NH:9][C:8]2[CH:10]=[CH:11][C:12]([C:14]3[CH:15]([CH3:21])[CH2:16][C:17](=[O:20])[NH:18][N:19]=3)=[CH:13][C:7]=2[N:6]=1.[CH:22]([OH:25])([CH3:24])C>>[C:22]([NH:9][C:5]([NH:1][CH2:2][CH2:3][CH2:4][C:5]1[NH:9][C:8]2[CH:10]=[CH:11][C:12]([C:14]3[CH:15]([CH3:21])[CH2:16][C:17](=[O:20])[NH:18][N:19]=3)=[CH:13][C:7]=2[N:6]=1)=[N:6][CH3:7])(=[O:25])[C:24]1[CH:13]=[CH:12][CH:11]=[CH:10][CH:8]=1. Procedure: 0.44 g (1.54 mmol) of 6-[2-(3-aminopropyl)-1H-benzimidazol-5-yl]-4,5-dihydro-5-methyl-3(2H)-pyridazinone and 0.43 g (1.71 mmol) of N1 -benzyl-N2 -cyano-0-phenyl-isourea are boiled under reflux in 20 ml of isopropanol for 4 hours. The solid obtained after cooling of the solution to room temperature is suction filtered and recrystallized from methanol. 0.28 g (41%) of colorless crystals melting at 270° C. are obtained. Starting materials: C(C)(=O)OCC (ethyl acetate), C(C)(=O)OCC1=CC=C(C=C1)P(=O)(OCC)OCC (4-(diethylphosphono)phenylmethyl acetate), [OH-].[Na+] (sodium hydroxide), C(C)O (ethanol). Run in O (water), O1CCCC1 (tetrahydrofuran), O (water). Reaction conditions: time 1 hour. The product is C(C)OP(=O)(OCC)C1=CC=C(C=C1)CO (4-(diethylphosphono)phenylmethanol). Yield: 86.0%. As a reaction SMILES: C([O:4][CH2:5][C:6]1[CH:11]=[CH:10][C:9]([P:12]([O:17][CH2:18][CH3:19])([O:14][CH2:15][CH3:16])=[O:13])=[CH:8][CH:7]=1)(=O)C.[OH-].[Na+].C(O)C.C(OCC)(=O)C>O1CCCC1.O>[CH2:18]([O:17][P:12]([C:9]1[CH:8]=[CH:7][C:6]([CH2:5][OH:4])=[CH:11][CH:10]=1)([O:14][CH2:15][CH3:16])=[O:13])[CH3:19] |f:1.2|. Procedure: To a stirred solution of 3.0 grams (0.01 mole) of 4-(diethylphosphono)phenylmethyl acetate in 10 mL of tetrahydrofuran was added a solution of 0.4 gram (0.01 mole) of sodium hydroxide in 1 mL of water. Upon completion of the addition, the reaction mixture was stirred at ambient temperature for one hour. After this time 5 mL of ethanol was added, and the reaction mixture was warmed to reflux, where it stirred for one hour. The reaction mixture was poured into a stirred mixture of water and ethyl ... Reactants: O (water), [N+](=O)([O-])C1=C(C=CC=C1)CCN1CCC(CC1)NC(C1=CC=CC=C1)=O (1-[2-(o-nitrophenyl)ethyl]-4-benzamidopiperidine), C(C)O (ethanol), stannous chloride. Solvent: Cl (hydrochloric acid). Conditions: time 4 hour. Yields the product NC1=C(C=CC=C1)CCN1CCC(CC1)NC(C1=CC=CC=C1)=O (1-[2-(o-Aminophenyl)ethyl]-4-benzamidopiperidine). Isolated yield 42.4%. Reaction SMILES: [N+:1]([C:4]1[CH:9]=[CH:8][CH:7]=[CH:6][C:5]=1[CH2:10][CH2:11][N:12]1[CH2:17][CH2:16][CH:15]([NH:18][C:19](=[O:26])[C:20]2[CH:25]=[CH:24][CH:23]=[CH:22][CH:21]=2)[CH2:14][CH2:13]1)([O-])=O.C(O)C.O>Cl>[NH2:1][C:4]1[CH:9]=[CH:8][CH:7]=[CH:6][C:5]=1[CH2:10][CH2:11][N:12]1[CH2:13][CH2:14][CH:15]([NH:18][C:19](=[O:26])[C:20]2[CH:21]=[CH:22][CH:23]=[CH:24][CH:25]=2)[CH2:16][CH2:17]1. Procedure details: A solution of 1-[2-(o-nitrophenyl)ethyl]-4-benzamidopiperidine (4.25 g.) inabsolute ethanol (150 ml.) was added over 50 minutes to stirred stannous chloride (10.82 g.) in concentrated hydrochloric acid (12 ml.). and water (7.5 ml.) at 60°-70° C. After addition, the mixture was stirred at this temperature for 4 hours before cooling and evaporating theethanol. Continuous extraction into chloroform of the neutralised (with 2N sodium hydroxide solution) aqueous fraction gave the title compound (1.65... The reactants are Cl.COC1=C(C=CC=C1)N1CCNCC1 (1-(2-methoxyphenyl)piperazine hydrochloride), C(C=C)(=O)N (acrylamide), C([O-])([O-])=O.[K+].[K+] (potassium carbonate). Run in O (water). Conditions: temperature 80 celsius. Yields the product COC1=C(C=CC=C1)N1CCN(CC1)CCC(=O)N (3-[4-(2-methoxyphenyl)-piperazin-1-yl]propionamide). The yield is 89501.0%. RXN SMILES: Cl.[CH3:2][O:3][C:4]1[CH:9]=[CH:8][CH:7]=[CH:6][C:5]=1[N:10]1[CH2:15][CH2:14][NH:13][CH2:12][CH2:11]1.[C:16]([NH2:20])(=[O:19])[CH:17]=[CH2:18].C(=O)([O-])[O-].[K+].[K+]>O>[CH3:2][O:3][C:4]1[CH:9]=[CH:8][CH:7]=[CH:6][C:5]=1[N:10]1[CH2:15][CH2:14][N:13]([CH2:18][CH2:17][C:16]([NH2:20])=[O:19])[CH2:12][CH2:11]1 |f:0.1,3.4.5|. Procedure details: A mixture of 1-(2-methoxyphenyl)piperazine hydrochloride (22 g, 96.2 mmol), acrylamide (7.5 g, 106 mmol) and potassium carbonate (20 mL, 5M, 100 mmol) in 110 mL of water was heated at 80° C. for 2 hours to give a suspension. The suspension was allowed to cool to room temperature and filtered. The filtered residue was washed with water (3×30 mL) and dried under reduced pressure at 85° C. for 16 hours to give 3-[4-(2-methoxyphenyl)-piperazin-1-yl]propionamide (22.67 g, 86.1 mol), m.p. 145°-146° C.